From a dataset of the Open Reaction Database (ORD), a public repository of structured organic reaction records. describe an organic reaction: reactants, conditions, products, and yield Starting materials: COC=1C=C(C=O)C=CN1 (2-methoxyisonicotinaldehyde), FC(C1=CC=C(C=C1)NC1=NN2C(C=CC=C2CO)=N1)(F)F ((2-(4-(trifluoromethyl)phenylamino)-[1,2,4]triazolo[1,5-a]pyridin-5-yl)methanol), 5-bromo-N-(4-(trifluoromethyl)phenyl)-[1,2,4]triazolo[1,5-c]pyridin-2-amine, C(CCC)[Li] (n-butyl lithium). Run in O1CCCC1 (tetrahydrofuran), O1CCCC1 (tetrahydrofuran). Run at temperature -78 celsius, time 1 hour. The product is FC(C1=CC=C(C=C1)NC1=NN2C(C=CC=C2CC2=CC(NC=C2)=O)=N1)(F)F (4-((2-(4-(Trifluoromethyl)phenylamino)[1,2,4]triazolo[1,5-a]pyridin-5-yl)methyl)pyridin-2(1H)-one). Reaction SMILES: [F:1][C:2]([F:22])([F:21])[C:3]1[CH:8]=[CH:7][C:6]([NH:9][C:10]2[N:20]=[C:13]3[CH:14]=[CH:15][CH:16]=[C:17](CO)[N:12]3[N:11]=2)=[CH:5][CH:4]=1.C([Li])CCC.C[O:29][C:30]1[CH:31]=[C:32]([CH:35]=[CH:36][N:37]=1)[CH:33]=O>O1CCCC1>[F:21][C:2]([F:1])([F:22])[C:3]1[CH:8]=[CH:7][C:6]([NH:9][C:10]2[N:20]=[C:13]3[CH:14]=[CH:15][CH:16]=[C:17]([CH2:33][C:32]4[CH:35]=[CH:36][NH:37][C:30](=[O:29])[CH:31]=4)[N:12]3[N:11]=2)=[CH:5][CH:4]=1. Procedure details: 2-Methoxypyridin-4-yl)(2-(4-(trifluoromethyl)phenylamino)-[1,2,4]triazolo[1,5-a]pyridin-5-yl)methanol. The reaction was performed in two batches of starting material (0.397 g and 0.310 g) according to the following procedure and recombined for work-up and purification. A suspension of 5-bromo-N-(4-(trifluoromethyl)phenyl)-[1,2,4]triazolo[1,5-c]pyridin-2-amine (0.397 g, 1.111 mmol) in dry tetrahydrofuran (6.0 mL) was cooled to −78° C. The mixture was then reacted with n-butyl lithium (0.933 mL, 2... The reactants are FC1=C(C=C2C=CN(C(C2=C1)=O)C1=CC=C(C=C1)[N+](=O)[O-])OS(=O)(=O)C(F)(F)F (trifluoromethanesulfonic acid 7-fluoro-2-(4-nitro-phenyl)-1-oxo-1,2-dihydro-isoquinolin-6-yl ester), C(N)(OC(C)(C)C)=O (t-butyl carbamate), C([O-])([O-])=O.[Cs+].[Cs+] (cesium carbonate), CC1(C2=CC=CC(=C2OC=2C(=CC=CC12)P(C1=CC=CC=C1)C1=CC=CC=C1)P(C1=CC=CC=C1)C1=CC=CC=C1)C (9,9-dimethyl-4,5-bis(diphenylphosphino)xanthene). The reagents and catalysts are C=1C=CC(=CC1)/C=C/C(=O)/C=C/C2=CC=CC=C2.C=1C=CC(=CC1)/C=C/C(=O)/C=C/C2=CC=CC=C2.C=1C=CC(=CC1)/C=C/C(=O)/C=C/C2=CC=CC=C2.[Pd].[Pd] (tris(dibenzylideneacetone)dipalladium(0)). The solvent is C1CCOC1 (THF). Conditions: temperature 75 celsius, time 25 hour. Product: C(C)(C)(C)OC(NC=1C=C2C=CN(C(C2=CC1F)=O)C1=CC=C(C=C1)[N+](=O)[O-])=O ([7-Fluoro-2-(4-nitro-phenyl)-1-oxo-1,2-dihydro-isoquinolin-6-yl]-carbamic acid tert-butyl ester). Yield: 80.1%. As a reaction SMILES: [F:1][C:2]1[CH:11]=[C:10]2[C:5]([CH:6]=[CH:7][N:8]([C:13]3[CH:18]=[CH:17][C:16]([N+:19]([O-:21])=[O:20])=[CH:15][CH:14]=3)[C:9]2=[O:12])=[CH:4][C:3]=1OS(C(F)(F)F)(=O)=O.[C:30](=[O:37])([O:32][C:33]([CH3:36])([CH3:35])[CH3:34])[NH2:31].C(=O)([O-])[O-].[Cs+].[Cs+].CC1(C)C2C=CC=C(P(C3C=CC=CC=3)C3C=CC=CC=3)C=2OC2C1=CC=CC=2P(C1C=CC=CC=1)C1C=CC=CC=1>C1C=CC(/C=C/C(/C=C/C2C=CC=CC=2)=O)=CC=1.C1C=CC(/C=C/C(/C=C/C2C=CC=CC=2)=O)=CC=1.C1C=CC(/C=C/C(/C=C/C2C=CC=CC=2)=O)=CC=1.[Pd].[Pd].C1COCC1>[C:33]([O:32][C:30](=[O:37])[NH:31][C:3]1[CH:4]=[C:5]2[C:10](=[CH:11][C:2]=1[F:1])[C:9](=[O:12])[N:8]([C:13]1[CH:14]=[CH:15][C:16]([N+:19]([O-:21])=[O:20])=[CH:17][CH:18]=1)[CH:7]=[CH:6]2)([CH3:36])([CH3:35])[CH3:34] |f:2.3.4,6.7.8.9.10|. Procedure details: In a dry flask was combined trifluoromethanesulfonic acid 7-fluoro-2-(4-nitro-phenyl)-1-oxo-1,2-dihydro-isoquinolin-6-yl ester (0.86 g, 2 mmol), t-butyl carbamate (0.33 g, 2.8 mmol), dry powdered cesium carbonate (1.1 g, 3.4 mmol), 9,9-dimethyl-4,5-bis(diphenylphosphino)xanthene (Xantphos, 0.14 g, 0.24 mmol), and tris(dibenzylideneacetone)dipalladium(0) (Pd2dba3, 38 mg, 0.08 mmol). Under Ar atmosphere, dry THF (17 mL) was added to the flask, and the mixture was stirred at 75° C. for 25 hr. The r... Conditions: time 8 hour. As a reaction SMILES: [CH:1]1([S:7]([NH2:10])(=[O:9])=[O:8])[CH2:6][CH2:5][CH2:4][CH2:3]C1.[OH2:11].[OH-].[Li+].Cl>C1COCC1.CO.O>[CH:6]1([C:1]([S:7]([NH2:10])(=[O:8])=[O:9])=[O:11])[CH2:3][CH2:4][CH2:5]1 |f:1.2.3|. Isolated yield 88.0%. Procedure details: To a solution of intermediate 5 from Example 344 (700 mg, 2.7 mmol) in THF (90 mL), methanol (50 mL) and water (12 mL) mixture, lithium hydroxide monohydrate (1700 mg, 2.0 mmol) was added. The reaction mixture was stirred at rt. for overnight. Then it was acidified with 1N HCl solution to pH=3 to 5. Extracted with ethyl acetate (2×20 mL) and the organic layers were combined and dried (MgSO4). Evaporation of solvent gave thick colorless oil as product (intermediate 7) (0.58, 88% yield). Solvent: C1CCOC1 (THF), CO (methanol), O (water). The product is C1(CCC1)C(=O)S(=O)(=O)N (cyclobutylcarbonyl-sulfonamide). Reactants: C1(CCCCC1)S(=O)(=O)N (Cyclohexyl Sulfonamide), O.[OH-].[Li+] (lithium hydroxide monohydrate), Cl (HCl). Starting materials: [H-].[Na+] (sodium hydride), COC1=CC(=C(NS(=O)(=O)C2=CC=C(C=C2)C)C=C1)[N+](=O)[O-] (4′-methoxy-2′-nitro-p-toluenesulfonanilide), O (water), C(C)(C)I (isopropyl iodide). The solvent is CN(C)C=O (DMF). The product is COC1=CC(=C(N(S(=O)(=O)C2=CC=C(C=C2)C)C(C)C)C=C1)[N+](=O)[O-] (4′-Methoxy-2′-nitro-N-isopropyl-p-toluenesulfonanilide). Yield: 28.5%. RXN SMILES: [H-].[Na+].[CH3:3][O:4][C:5]1[CH:21]=[CH:20][C:8]([NH:9][S:10]([C:13]2[CH:18]=[CH:17][C:16]([CH3:19])=[CH:15][CH:14]=2)(=[O:12])=[O:11])=[C:7]([N+:22]([O-:24])=[O:23])[CH:6]=1.[CH:25](I)([CH3:27])[CH3:26].O>CN(C=O)C>[CH3:3][O:4][C:5]1[CH:21]=[CH:20][C:8]([N:9]([CH:25]([CH3:27])[CH3:26])[S:10]([C:13]2[CH:14]=[CH:15][C:16]([CH3:19])=[CH:17][CH:18]=2)(=[O:12])=[O:11])=[C:7]([N+:22]([O-:24])=[O:23])[CH:6]=1 |f:0.1|. Reported procedure: To a suspension of sodium hydride (60%, 0.10 g (2.50 mmol)) in DMF (2.0 ml), 4′-methoxy-2′-nitro-p-toluenesulfonanilide (0.65 g (2.02 mmol)) was added with stirring at room temperature. To the resulting mixture, after 15 minutes' stirring at room temperature, isopropyl iodide (1.00 g (5.88 mmol)) was added dropwise. After five hours' heating at 130° C. with stirring, the reaction mixture was poured into water and extracted with ethyl acetate. The extract was washed with water and saturated sodiu...